This data is from the Open Reaction Database (ORD), a public repository of structured organic reaction records. The task is: describe an organic reaction: reactants, conditions, products, and yield Starting materials: 1-(2-phenylethyl), C1(CC1)CN1CC[C@@]2([C@H]1N(C1=CC=C(C=C21)OC)C)C ((3aS-cis)-1-cyclopropylmethyl-1,2,3,3a,8,8a-hexahydro-5-methoxy-3a,8-dimethylpyrrolo[2,3-b]indole), B(Br)(Br)Br (boron tribromide). The solvent is C(Cl)(Cl)Cl (chloroform). Product: C1(CC1)CN1CC[C@@]2([C@H]1N(C1=CC=C(C=C21)O)C)C ((3aS-cis)-1-cyclopropylmethyl-1,2,3,3a,8,8a-hexahydro-3a,8-dimethylpyrrolo[2,3-b]indol-5-ol). Reaction SMILES: [CH:1]1([CH2:4][N:5]2[C@@H:9]3[N:10]([CH3:19])[C:11]4[C:16]([C@:8]3([CH3:20])[CH2:7][CH2:6]2)=[CH:15][C:14]([O:17]C)=[CH:13][CH:12]=4)[CH2:3][CH2:2]1.B(Br)(Br)Br>C(Cl)(Cl)Cl>[CH:1]1([CH2:4][N:5]2[C@@H:9]3[N:10]([CH3:19])[C:11]4[C:16]([C@:8]3([CH3:20])[CH2:7][CH2:6]2)=[CH:15][C:14]([OH:17])=[CH:13][CH:12]=4)[CH2:2][CH2:3]1. Reported procedure: The title compound is prepared in the same manner as described for the 1-(2-phenylethyl) analog of Example 45 except that 2.72 g of (3aS-cis)-1-cyclopropylmethyl-1,2,3,3a,8,8a-hexahydro-5-methoxy-3a,8-dimethylpyrrolo[2,3-b]indole is reacted as a starting material with 10.1 g of boron tribromide in chloroform. The reactants are CN1C(CCC1)=O (N-methylpyrrolidone), NC1=NC(=C(C(=C1F)C)F)F (2-amino-3,5,6-trifluoro-4-methylpyridine), COC1=CC=C(CN)C=C1 (p-methoxybenzylamine). Run in C(Cl)(Cl)Cl (chloroform). Reaction conditions: temperature 140 celsius, time 18 hour. Yields the product NC1=NC(=C(C(=C1F)C)F)NCC1=CC=C(C=C1)OC (2-amino-3,5-difluoro-6-(p-methoxybenzylamino)-4-methylpyridine). Isolated yield 38.7%. RXN SMILES: CN1CCCC1=O.[NH2:8][C:9]1[C:14]([F:15])=[C:13]([CH3:16])[C:12]([F:17])=[C:11](F)[N:10]=1.[CH3:19][O:20][C:21]1[CH:28]=[CH:27][C:24]([CH2:25][NH2:26])=[CH:23][CH:22]=1>C(Cl)(Cl)Cl>[NH2:8][C:9]1[C:14]([F:15])=[C:13]([CH3:16])[C:12]([F:17])=[C:11]([NH:26][CH2:25][C:24]2[CH:27]=[CH:28][C:21]([O:20][CH3:19])=[CH:22][CH:23]=2)[N:10]=1. Procedure details: To 3 ml of N-methylpyrrolidone were added 1.35 g of 2-amino-3,5,6-trifluoro-4-methylpyridine together with 3.0 g of p-methoxybenzylamine, and the mixture was stirred under nitrogen atmosphere at 140° C. for 18 hours and allowed to cool. After adding 30 ml of chloroform, the mixture was washed three times with 300 ml of distilled water. The chloroform layer was dried over anhydrous magnesium sulfate and concentrated under reduced pressure. The residue was subjected to chromatography (silica gel, ...